Dataset: the Open Reaction Database (ORD), a public repository of structured organic reaction records. Task: describe an organic reaction: reactants, conditions, products, and yield Reactants: C(C)(=O)[O-].[K+] (Potassium acetate), BrBr (bromine), NC1=CC(=NC(=N1)C1=C(C(=C(C=C1)Cl)F)F)C(=O)OC (methyl 6-amino-2-(4-chloro-2,3-difluorophenyl)pyrimidine-4-carboxylate). Solvent: C(C)(=O)O (acetic acid). Reaction conditions: temperature 23 celsius, time 2 hour. Product: NC1=C(C(=NC(=N1)C1=C(C(=C(C=C1)Cl)F)F)C(=O)OC)Br (methyl 6-amino-5-bromo-2-(4-chloro-2,3-difluorophenyl)pyrimidine-4-carboxylate). Yield: 80.3%. Reaction SMILES: C([O-])(=O)C.[K+].[Br:6]Br.[NH2:8][C:9]1[N:14]=[C:13]([C:15]2[CH:20]=[CH:19][C:18]([Cl:21])=[C:17]([F:22])[C:16]=2[F:23])[N:12]=[C:11]([C:24]([O:26][CH3:27])=[O:25])[CH:10]=1>C(O)(=O)C>[NH2:8][C:9]1[N:14]=[C:13]([C:15]2[CH:20]=[CH:19][C:18]([Cl:21])=[C:17]([F:22])[C:16]=2[F:23])[N:12]=[C:11]([C:24]([O:26][CH3:27])=[O:25])[C:10]=1[Br:6] |f:0.1|. Procedure details: Potassium acetate (750 mg, 7.6 mmol, 3.0 equiv) and bromine (150 μL, 2.8 mmol, 1.1 equiv) were sequentially added to a stirred suspension of methyl 6-amino-2-(4-chloro-2,3-difluorophenyl)pyrimidine-4-carboxylate (760 mg, 2.5 mmol, 1.0 equiv) in glacial acetic acid (10 mL) at 23° C. The resulting thick orange mixture was stirred at 23° C. for 2 h. The reaction mixture was quenched with saturated sodium thiosulfate solution (˜50 mL) and adjusted to pH=7 using 50% sodium hydroxide solution. The res... Reaction SMILES: Cl[C:2]1[C:11]2[C:6](=[CH:7][N:8]=[C:9]([C:12]#[C:13][Si:14]([CH3:17])([CH3:16])[CH3:15])[CH:10]=2)[N:5]=[CH:4][C:3]=1[C:18]#[N:19].[Br:20][C:21]1[CH:22]=[C:23]([CH:25]=[CH:26][CH:27]=1)[NH2:24]>C(O)C>[Br:20][C:21]1[CH:22]=[C:23]([NH:24][C:2]2[C:11]3[C:6](=[CH:7][N:8]=[C:9]([C:12]#[C:13][Si:14]([CH3:17])([CH3:16])[CH3:15])[CH:10]=3)[N:5]=[CH:4][C:3]=2[C:18]#[N:19])[CH:25]=[CH:26][CH:27]=1. Reactants: ClC1=C(C=NC2=CN=C(C=C12)C#C[Si](C)(C)C)C#N (4-chloro-6-trimethylsilanylethynyl-[1.7]naphthyridine-3-carbonitrile), BrC=1C=C(N)C=CC1 (3-bromoaniline). Reported procedure: To 626 mg of 4-chloro-6-trimethylsilanylethynyl-[1.7]naphthyridine-3-carbonitrile in 20 mL of absolute ethanol was added 1 mL of 3-bromoaniline. After refluxing the reaction under an inert atmosphere for 18 hours, the reaction mixture was cooled to ambient temperature, concentrated to 5 mL, diluted with ether, and the product filtered and washed with ether. Drying in vacuo yielded 500 mg of 4-(3-bromo-phenylamino)-6-trimethylsilanylethynyl-[1.7]naphthyridine-3-carbonitrile as an off-white solid:... The product is BrC=1C=C(C=CC1)NC1=C(C=NC2=CN=C(C=C12)C#C[Si](C)(C)C)C#N (4-(3-bromo-phenylamino)-6-trimethylsilanylethynyl-[1.7]naphthyridine-3-carbonitrile). The solvent is C(C)O (ethanol). Reactants: C(C1=CC=C(C(=O)OC)C=C1)(=O)OC (dimethyl terephthalate), C(CCCO)O (1,4-butanediol). Yields the product C(CCCO)O.C(C1=CC=C(C(=O)OC)C=C1)(=O)OC (1,4-butanediol dimethyl terephthalate). As a reaction SMILES: [C:1]([O:13][CH3:14])(=[O:12])[C:2]1[CH:11]=[CH:10][C:5]([C:6]([O:8][CH3:9])=[O:7])=[CH:4][CH:3]=1.[CH2:15]([OH:20])[CH2:16][CH2:17][CH2:18][OH:19]>>[CH2:15]([OH:20])[CH2:16][CH2:17][CH2:18][OH:19].[C:6]([O:8][CH3:9])(=[O:7])[C:5]1[CH:10]=[CH:11][C:2]([C:1]([O:13][CH3:14])=[O:12])=[CH:3][CH:4]=1 |f:2.3|. Procedure details: 25 pounds of dimethyl terephthalate and 16.2 pounds of 1,4-butanediol are charged to a melter and liquefied, thereby forming a solution wherein the 1,4-butanediol/dimethyl terephthalate mole ratio is 1.4/1.